Dataset: the Open Reaction Database (ORD), a public repository of structured organic reaction records. Task: describe an organic reaction: reactants, conditions, products, and yield Starting materials: B, CS(=O)(=O)Nc1ccc(C(=O)CBr)cc1, C1CCOC1. Product: CS(=O)(=O)Nc1ccc(C(O)CBr)cc1. Reaction SMILES: [BH3:16].[Br:1][CH2:2][C:3](=[O:4])[c:5]1[cH:6][cH:7][c:8]([NH:11][S:12](=[O:13])(=[O:14])[CH3:15])[cH:9][cH:10]1.[CH2:17]1[O:18][CH2:19][CH2:20][CH2:21]1>>[Br:1][CH2:2][CH:3]([OH:4])[c:5]1[cH:6][cH:7][c:8]([NH:11][S:12](=[O:13])(=[O:14])[CH3:15])[cH:9][cH:10]1. Yields the product CS(=O)(=NC(=O)N1CCOCC1)c1ccc([N+](=O)[O-])cc1. Reactants: CN(C)C=O, [H-], CS(=N)(=O)c1ccc([N+](=O)[O-])cc1, [Na+], O=C(Cl)N1CCOCC1. As a reaction SMILES: [CH3:25][N:26]([CH3:27])[CH:28]=[O:29].[H-:14].[N+:1](=[O:2])([O-:3])[c:4]1[cH:5][cH:6][c:7]([S:10](=[O:11])(=[NH:12])[CH3:13])[cH:8][cH:9]1.[Na+:15].[O:16]1[CH2:17][CH2:18][N:19]([C:22](=[O:23])[Cl:24])[CH2:20][CH2:21]1>>[N+:1](=[O:2])([O-:3])[c:4]1[cH:5][cH:6][c:7]([S:10](=[O:11])(=[N:12][C:22]([N:19]2[CH2:18][CH2:17][O:16][CH2:21][CH2:20]2)=[O:23])[CH3:13])[cH:8][cH:9]1. Reactants: N (ammonia), I (Hydriodic acid), C(CC)=O (propionaldehyde), [PH2](=O)O (hypophosphorous acid), C(=O)(OCC)C=1NC(=C(C1)C)C (2-Carbethoxy-4,5-dimethylpyrrole). The solvent is C(C)(=O)O (acetic acid), O (water). Yields the product C(=O)(OCC)C=1NC(=C(C1CCC)C)C (2-Carbethoxy-3-n-propyl-4,5-dimethylpyrrole). Isolated yield 40.0%. RXN SMILES: I.[PH2](O)=O.[C:5]([C:10]1[NH:11][C:12]([CH3:16])=[C:13]([CH3:15])[CH:14]=1)([O:7][CH2:8][CH3:9])=[O:6].[CH:17](=O)[CH2:18][CH3:19].N>O.C(O)(=O)C>[C:5]([C:10]1[NH:11][C:12]([CH3:16])=[C:13]([CH3:15])[C:14]=1[CH2:17][CH2:18][CH3:19])([O:7][CH2:8][CH3:9])=[O:6]. Procedure: Hydriodic acid (d 1.95, 10 ml) was slowly added to 10 ml of stirred and cooled acetic acid; hypophosphorous acid (50%, 2 ml) was then added. 2-Carbethoxy-4,5-dimethylpyrrole (0.004 mol) was added to the mixture at room temperature followed by propionaldehyde (0.008 mol). The solution was stirred 21/2 h at ca. 25° C. then poured into 200 ml of water. This was made alkaline with ammonia, extracted with ether, and the ether was evaporated to leave the crude product. This was an oil which solidified...